Dataset: the Open Reaction Database (ORD), a public repository of structured organic reaction records. Task: describe an organic reaction: reactants, conditions, products, and yield The reactants are [BH4-], CCO, COc1cccc(C(=O)c2cc(Cl)ccc2N)c1, [Na+]. Product: COc1cccc(C(O)c2cc(Cl)ccc2N)c1. Reaction SMILES: [BH4-:19].[CH3:21][CH2:22][OH:23].[NH2:1][c:2]1[c:3]([C:9](=[O:10])[c:11]2[cH:12][c:13]([O:17][CH3:18])[cH:14][cH:15][cH:16]2)[cH:4][c:5]([Cl:8])[cH:6][cH:7]1.[Na+:20]>>[NH2:1][c:2]1[c:3]([CH:9]([OH:10])[c:11]2[cH:12][c:13]([O:17][CH3:18])[cH:14][cH:15][cH:16]2)[cH:4][c:5]([Cl:8])[cH:6][cH:7]1. Reactants: Cn1c(Nc2ccc(F)cc2)ncc(Br)c1=O, O=C([O-])[O-], OB(O)c1ccc(OCc2ccccc2)c(F)c1, [Cl-], [Li+], [Na+], [Na+], C1COCCO1, c1ccc(P(c2ccccc2)(c2ccccc2)[Pd](P(c2ccccc2)(c2ccccc2)c2ccccc2)(P(c2ccccc2)(c2ccccc2)c2ccccc2)P(c2ccccc2)(c2ccccc2)c2ccccc2)cc1. Product: Cn1c(Nc2ccc(F)cc2)ncc(-c2ccc(OCc3ccccc3)c(F)c2)c1=O. RXN SMILES: [Br:1][c:2]1[c:3](=[O:17])[n:4]([CH3:16])[c:5]([NH:8][c:9]2[cH:10][cH:11][c:12]([F:15])[cH:13][cH:14]2)[n:6][cH:7]1.[C:44](=[O:45])([O-:46])[O-:47].[CH2:18]([c:19]1[cH:20][cH:21][cH:22][cH:23][cH:24]1)[O:25][c:26]1[c:27]([F:35])[cH:28][c:29]([B:32]([OH:33])[OH:34])[cH:30][cH:31]1.[Cl-:37].[Li+:36].[Na+:48].[Na+:49].[O:38]1[CH2:39][CH2:40][O:41][CH2:42][CH2:43]1.[cH:50]1[cH:51][cH:52][c:53]([P:54]([Pd:55]([P:56]([c:57]2[cH:58][cH:59][cH:60][cH:61][cH:62]2)([c:63]2[cH:64][cH:65][cH:66][cH:67][cH:68]2)[c:69]2[cH:70][cH:71][cH:72][cH:73][cH:74]2)([P:75]([c:76]2[cH:77][cH:78][cH:79][cH:80][cH:81]2)([c:82]2[cH:83][cH:84][cH:85][cH:86][cH:87]2)[c:88]2[cH:89][cH:90][cH:91][cH:92][cH:93]2)[P:94]([c:95]2[cH:96][cH:97][cH:98][cH:99][cH:100]2)([c:101]2[cH:102][cH:103][cH:104][cH:105][cH:106]2)[c:107]2[cH:108][cH:109][cH:110][cH:111][cH:112]2)([c:113]2[cH:114][cH:115][cH:116][cH:117][cH:118]2)[c:119]2[cH:120][cH:121][cH:122][cH:123][cH:124]2)[cH:125][cH:126]1>>[c:2]1(-[c:29]2[cH:28][c:27]([F:35])[c:26]([O:25][CH2:18][c:19]3[cH:20][cH:21][cH:22][cH:23][cH:24]3)[cH:31][cH:30]2)[c:3](=[O:17])[n:4]([CH3:16])[c:5]([NH:8][c:9]2[cH:10][cH:11][c:12]([F:15])[cH:13][cH:14]2)[n:6][cH:7]1. Starting materials: FC1=C(C=CC(=C1)I)NC1=C(C(=O)O)C=CN=C1 (3-[(2-fluoro-4-iodophenyl)amino]isonicotinic acid), FC1=C(C=CC(=C1)I)NC1=C(C(=O)O)C=CN=C1 (3-[(2-fluoro-4-iodophenyl)amino]isonicotinic acid), C(O)CN (ethanolamine). The product is FC1=C(C=CC(=C1)I)NC1=C(C(=O)NCCO)C=CN=C1 (3-(2-Fluoro-4-iodo-phenylamino)-N-(2-hydroxy-ethyl)-isonicotinamide). RXN SMILES: [F:1][C:2]1[CH:7]=[C:6]([I:8])[CH:5]=[CH:4][C:3]=1[NH:9][C:10]1[CH:18]=[N:17][CH:16]=[CH:15][C:11]=1[C:12]([OH:14])=O.[CH2:19]([CH2:21][NH2:22])[OH:20]>>[F:1][C:2]1[CH:7]=[C:6]([I:8])[CH:5]=[CH:4][C:3]=1[NH:9][C:10]1[CH:18]=[N:17][CH:16]=[CH:15][C:11]=1[C:12]([NH:22][CH2:21][CH2:19][OH:20])=[O:14]. Procedure details: 3-(2-Fluoro-4-iodo-phenylamino)-N-(2-hydroxy-ethyl)-isonicotinamide was synthesized according to the procedure for General Method 1, outlined above, starting with 0.39 mmol of 3-[(2-fluoro-4-iodophenyl)amino]isonicotinic acid (intermediate 1) and 0.50 mmol of ethanolamine. LC/MS [3.42 min; 402 (M+1)]